From a dataset of the Open Reaction Database (ORD), a public repository of structured organic reaction records. describe an organic reaction: reactants, conditions, products, and yield Starting materials: OC(CCC(O)COCc1ccccc1)COCc1ccccc1, ClC(Cl)(Cl)Cl, [O-][I+3]([O-])([O-])[O-], [Na+], O, O=S(Cl)Cl. Product: O=S1(=O)OC(COCc2ccccc2)CCC(COCc2ccccc2)O1. RXN SMILES: [CH2:5]([c:6]1[cH:7][cH:8][cH:9][cH:10][cH:11]1)[O:12][CH2:13][CH:14]([CH2:15][CH2:16][CH:17]([CH2:18][O:19][CH2:20][c:21]1[cH:22][cH:23][cH:24][cH:25][cH:26]1)[OH:27])[OH:28].[Cl:36][C:37]([Cl:38])([Cl:39])[Cl:40].[I+3:29]([O-:30])([O-:31])([O-:32])[O-:33].[Na+:34].[OH2:35].[S:1](=[O:2])([Cl:3])[Cl:4]>>[S:1]1(=[O:2])(=[O:30])[O:27][CH:17]([CH2:18][O:19][CH2:20][c:21]2[cH:22][cH:23][cH:24][cH:25][cH:26]2)[CH2:16][CH2:15][CH:14]([CH2:13][O:12][CH2:5][c:6]2[cH:7][cH:8][cH:9][cH:10][cH:11]2)[O:28]1.